This data is from the Open Reaction Database (ORD), a public repository of structured organic reaction records. The task is: describe an organic reaction: reactants, conditions, products, and yield Starting materials: CCN1CCc2ccc(N)cc2CC1, CC(CNS(C)(=O)=O)Nc1nc(Cl)ncc1Cl. Product: CCN1CCc2ccc(Nc3ncc(Cl)c(NC(C)CNS(C)(=O)=O)n3)cc2CC1. Reaction SMILES: [CH2:1]([CH3:2])[N:3]1[CH2:4][CH2:5][c:6]2[c:7]([cH:10][c:11]([NH2:14])[cH:12][cH:13]2)[CH2:8][CH2:9]1.[Cl:15][c:16]1[n:17][cH:18][c:19]([Cl:31])[c:20]([NH:22][CH:23]([CH2:24][NH:25][S:26](=[O:27])(=[O:28])[CH3:29])[CH3:30])[n:21]1>>[CH2:1]([CH3:2])[N:3]1[CH2:4][CH2:5][c:6]2[c:7]([cH:10][c:11]([NH:14][c:16]3[n:17][cH:18][c:19]([Cl:31])[c:20]([NH:22][CH:23]([CH2:24][NH:25][S:26](=[O:27])(=[O:28])[CH3:29])[CH3:30])[n:21]3)[cH:12][cH:13]2)[CH2:8][CH2:9]1. Reactants: ClCCl, O=[Cr](=O)([O-])Cl, CC(C)(C)OC(=O)COc1ccc(CCO)cc1, c1cc[nH+]cc1. The product is CC(C)(C)OC(=O)COc1ccc(CC=O)cc1. As a reaction SMILES: [Cl:30][CH2:31][Cl:32].[O:19]=[Cr:20]([Cl:21])([O-:22])=[O:23].[OH:1][CH2:2][CH2:3][c:4]1[cH:5][cH:6][c:7]([O:8][CH2:9][C:10](=[O:11])[O:12][C:13]([CH3:14])([CH3:15])[CH3:16])[cH:17][cH:18]1.[nH+:24]1[cH:25][cH:26][cH:27][cH:28][cH:29]1>>[O:1]=[CH:2][CH2:3][c:4]1[cH:5][cH:6][c:7]([O:8][CH2:9][C:10](=[O:11])[O:12][C:13]([CH3:14])([CH3:15])[CH3:16])[cH:17][cH:18]1. Reactants: CC1=NN=C(O1)C=1C=CC2=C(C(=CO2)C(=O)O)C1 (5-(5-methyl-1,3,4-oxadiazol-2-yl)-1-benzofuran-3-carboxylic acid), C(C(=O)Cl)(=O)Cl (oxalyl chloride), N1CCOCC1 (morpholine), C(O)([O-])=O.[Na+] (sodium hydrogen carbonate). Reagents/catalysts: CN(C=O)C (N,N-dimethylformamide). Run in O1CCCC1 (tetrahydrofuran), C(C)(=O)OCC (ethyl acetate). Conditions: time 15 minute. The product is CC1=NN=C(O1)C=1C=CC2=C(C(=CO2)C(=O)N2CCOCC2)C1 (4-[[5-(5-methyl-1,3,4-oxadiazol-2-yl)-1-benzofuran-3-yl]carbonyl]morpholine). Isolated yield 27.0%. Reaction SMILES: [CH3:1][C:2]1[O:6][C:5]([C:7]2[CH:8]=[CH:9][C:10]3[O:14][CH:13]=[C:12]([C:15]([OH:17])=O)[C:11]=3[CH:18]=2)=[N:4][N:3]=1.C(Cl)(=O)C(Cl)=O.[NH:25]1[CH2:30][CH2:29][O:28][CH2:27][CH2:26]1.C(=O)([O-])O.[Na+]>CN(C)C=O.O1CCCC1.C(OCC)(=O)C>[CH3:1][C:2]1[O:6][C:5]([C:7]2[CH:8]=[CH:9][C:10]3[O:14][CH:13]=[C:12]([C:15]([N:25]4[CH2:30][CH2:29][O:28][CH2:27][CH2:26]4)=[O:17])[C:11]=3[CH:18]=2)=[N:4][N:3]=1 |f:3.4|. Procedure details: To a suspension of 5-(5-methyl-1,3,4-oxadiazol-2-yl)-1-benzofuran-3-carboxylic acid (97.7 mg, 0.400 mmol) and N,N-dimethylformamide (1 drop) in tetrahydrofuran (5 mL) was added oxalyl chloride (0.0698 mL, 0.800 mmol) at room temperature, and the resulting mixture was stirred for 15 min. The reaction mixture was added dropwise to a mixture of morpholine (0.105 mL, 1.20 mmol) and saturated aqueous sodium hydrogen carbonate solution (5 mL) at room temperature, and the resulting mixture was stirred ... The reactants are ClC1=NC=CC(=C1)OC1=CC(=C(C=C1F)NC(=O)C=1C(N(C=CC1OCC)C1=CC=C(C=C1)F)=O)F (N-(4-((2-chloropyridin-4-yl)oxy)-2,5-difluorophenyl)-4-ethoxy-1-(4-fluorophenyl)-2-oxo-1,2-dihydropyridine-3-carboxamide), C(=O)([O-])[O-].[K+].[K+] (K2CO3). Solvent: C(C)(C)O (isopropanol). Conditions: temperature 120 celsius. The product is ClC1=NC=CC(=C1)OC1=CC(=C(C=C1F)NC(=O)C=1C(N(C=CC1OC(C)C)C1=CC=C(C=C1)F)=O)F (N-(4-((2-chloropyridin-4-yl)oxy)-2,5-difluorophenyl)-1-(4-fluorophenyl)-4-isopropoxy-2-oxo-1,2-dihydropyridine-3-carboxamide). The yield is 73.9%. RXN SMILES: [Cl:1][C:2]1[CH:7]=[C:6]([O:8][C:9]2[C:14]([F:15])=[CH:13][C:12]([NH:16][C:17]([C:19]3[C:20](=[O:35])[N:21]([C:28]4[CH:33]=[CH:32][C:31]([F:34])=[CH:30][CH:29]=4)[CH:22]=[CH:23][C:24]=3[O:25][CH2:26][CH3:27])=[O:18])=[C:11]([F:36])[CH:10]=2)[CH:5]=[CH:4][N:3]=1.[C:37]([O-])([O-])=O.[K+].[K+]>C(O)(C)C>[Cl:1][C:2]1[CH:7]=[C:6]([O:8][C:9]2[C:14]([F:15])=[CH:13][C:12]([NH:16][C:17]([C:19]3[C:20](=[O:35])[N:21]([C:28]4[CH:33]=[CH:32][C:31]([F:34])=[CH:30][CH:29]=4)[CH:22]=[CH:23][C:24]=3[O:25][CH:26]([CH3:37])[CH3:27])=[O:18])=[C:11]([F:36])[CH:10]=2)[CH:5]=[CH:4][N:3]=1 |f:1.2.3|. Procedure: A mixture of N-(4-((2-chloropyridin-4-yl)oxy)-2,5-difluorophenyl)-4-ethoxy-1-(4-fluorophenyl)-2-oxo-1,2-dihydropyridine-3-carboxamide (0.250 g, 0.485 mmol, see: Example 1) and K2CO3 (0.250 g, 1.809 mmol) in isopropanol (10 mL) was heated at 120° C. for 40 min with microwave irradiation. The reaction mixture was concentrated to dryness, was stirred in water (10 mL), filtered, washed, and dried in vacuo to provide N-(4-((2-chloropyridin-4-yl)oxy)-2,5-difluorophenyl)-1-(4-fluorophenyl)-4-isopropoxy... Reactants: CC(C)OC(C)C, O=C(Cl)OCCCl, ClCCl, Cl, CC(C(=O)O)c1ccc(N)cc1, [Na+], [Na+], [Na+], O, O, O, O, O, O, O, O, O, O, O, O, O=P([O-])([O-])[O-]. Yields the product CC(C(=O)O)c1ccc(NC(=O)OCCCl)cc1. Reaction SMILES: [CH:41]([O:42][CH:43]([CH3:44])[CH3:45])([CH3:46])[CH3:47].[Cl:13][CH2:14][CH2:15][O:16][C:17](=[O:18])[Cl:19].[Cl:48][CH2:49][Cl:50].[ClH:40].[NH2:1][c:2]1[cH:3][cH:4][c:5]([CH:8]([C:9](=[O:10])[OH:11])[CH3:12])[cH:6][cH:7]1.[Na+:37].[Na+:38].[Na+:39].[OH2:20].[OH2:21].[OH2:22].[OH2:23].[OH2:24].[OH2:25].[OH2:26].[OH2:27].[OH2:28].[OH2:29].[OH2:30].[OH2:31].[P:32]([O-:33])([O-:34])([O-:35])=[O:36]>>[NH:1]([c:2]1[cH:3][cH:4][c:5]([CH:8]([C:9](=[O:10])[OH:11])[CH3:12])[cH:6][cH:7]1)[C:17]([O:16][CH2:15][CH2:14][Cl:13])=[O:18].